From a dataset of the Open Reaction Database (ORD), a public repository of structured organic reaction records. describe an organic reaction: reactants, conditions, products, and yield Reactants: FC=1C(=C(CC2=C(C3=NC=C(C=C3N2C2=CC=CC=C2)C)C(=O)O)C=CC1)C (2-(3-Fluoro-2-methyl-benzyl)-6-methyl-1-phenyl-1H-pyrrolo[3,2-b]pyridine-3-carboxylic acid), Cl.Cl.FC=1C(=C(CC2=C(C3=NC=C(C=C3N2C2=CC=CC=C2)C)C(=O)N2CCNCC2)C=CC1)C ([2-(3-fluoro-2-methyl-benzyl)-6-methyl-1-phenyl-1H-pyrrolo[3,2-b]pyridin-3-yl]-piperazin-1-yl-methanone dihydrochloride), Cl (hydrochloric acid). Conditions: time 8 hour. Product: FC=1C(=C(CC2=C(C3=NC=C(C=C3N2C2=CC=CC=C2)C)C(=O)N2CCNCC2)C=CC1)C ([2-(3-Fluoro-2-methyl-benzyl)-6-methyl-1-phenyl-1H-pyrrolo[3,2-b]pyridin-3-yl]-piperazin-1-yl-methanone). RXN SMILES: FC1C(C)=C(C=CC=1)CC1N(C2C=CC=CC=2)C2C(=NC=C(C)C=2)C=1C(O)=O.Cl.Cl.Cl.[F:32][C:33]1[C:34]([CH3:64])=[C:35]([CH:61]=[CH:62][CH:63]=1)[CH2:36][C:37]1[N:45]([C:46]2[CH:51]=[CH:50][CH:49]=[CH:48][CH:47]=2)[C:44]2[C:39](=[N:40][CH:41]=[C:42]([CH3:52])[CH:43]=2)[C:38]=1[C:53]([N:55]1[CH2:60][CH2:59][NH:58][CH2:57][CH2:56]1)=[O:54]>>[F:32][C:33]1[C:34]([CH3:64])=[C:35]([CH:61]=[CH:62][CH:63]=1)[CH2:36][C:37]1[N:45]([C:46]2[CH:47]=[CH:48][CH:49]=[CH:50][CH:51]=2)[C:44]2[C:39](=[N:40][CH:41]=[C:42]([CH3:52])[CH:43]=2)[C:38]=1[C:53]([N:55]1[CH2:56][CH2:57][NH:58][CH2:59][CH2:60]1)=[O:54] |f:2.3.4|. Reported procedure: The crude compound of step 8 (60 mg) was reacted analogously as described in example 1, step 5 and subsequently as described in example 4, step 2. The obtained solid was dissolved in a small quantity of MOH, mixed with hydrochloric acid (0.1 M) and lyophilized overnight to give 6.4 mg of the title compound in the form of the [2-(3-fluoro-2-methyl-benzyl)-6-methyl-1-phenyl-1H-pyrrolo[3,2-b]pyridin-3-yl]-piperazin-1-yl-methanone dihydrochloride. Reactants: C1CCOC1, CCO[Si](OCC)(OCC)OCC, Ic1ccc(I)cc1. Yields the product CCO[Si](OCC)(OCC)c1ccc(I)cc1. RXN SMILES: [CH2:22]1[O:23][CH2:24][CH2:25][CH2:26]1.[CH2:9]([CH3:10])[O:11][Si:12]([O:13][CH2:14][CH3:15])([O:16][CH2:17][CH3:18])[O:19][CH2:20][CH3:21].[I:1][c:2]1[cH:3][cH:4][c:5]([I:8])[cH:6][cH:7]1>>[c:2]1([Si:12]([O:11][CH2:9][CH3:10])([O:13][CH2:14][CH3:15])[O:16][CH2:17][CH3:18])[cH:3][cH:4][c:5]([I:8])[cH:6][cH:7]1. Reactants: C, CCN(C(C)C)C(C)C, ClCCl, COc1cc2ncnc(Oc3ccc4[nH]ccc4c3F)c2cc1OC1CCNCC1, O=S(=O)(Cl)Cl. Product: COc1cc2ncnc(Oc3ccc4[nH]ccc4c3F)c2cc1OC1CCN(S(C)(=O)=O)CC1. RXN SMILES: [CH4:45].[CH:31]([N:32]([CH:33]([CH3:34])[CH3:35])[CH2:36][CH3:37])([CH3:38])[CH3:39].[Cl:46][CH2:47][Cl:48].[F:1][c:2]1[c:3]2[cH:4][cH:5][nH:6][c:7]2[cH:8][cH:9][c:10]1[O:11][c:12]1[n:13][cH:14][n:15][c:16]2[cH:17][c:18]([O:29][CH3:30])[c:19]([O:22][CH:23]3[CH2:24][CH2:25][NH:26][CH2:27][CH2:28]3)[cH:20][c:21]12.[S:40](=[O:41])(=[O:42])([Cl:43])[Cl:44]>>[F:1][c:2]1[c:3]2[cH:4][cH:5][nH:6][c:7]2[cH:8][cH:9][c:10]1[O:11][c:12]1[n:13][cH:14][n:15][c:16]2[cH:17][c:18]([O:29][CH3:30])[c:19]([O:22][CH:23]3[CH2:24][CH2:25][N:26]([S:40](=[O:41])(=[O:42])[CH3:45])[CH2:27][CH2:28]3)[cH:20][c:21]12.